Dataset: the Open Reaction Database (ORD), a public repository of structured organic reaction records. Task: describe an organic reaction: reactants, conditions, products, and yield Yields the product COC(=O)c1cc(C)c2cccc(C(C)C)c2n1. Reaction SMILES: [CH3:1][Li:2].[Cl-:34].[Cl-:36].[ClH:28].[F:3][C:4]([F:5])([F:6])[S:7]([O:8][c:9]1[cH:10][c:11]([C:22](=[O:23])[O:24][CH3:25])[n:12][c:13]2[c:14]([CH:19]([CH3:20])[CH3:21])[cH:15][cH:16][cH:17][c:18]12)(=[O:26])=[O:27].[O:29]1[CH2:30][CH2:31][CH2:32][CH2:33]1.[Zn+2:35].[cH:37]1[cH:38][cH:39][c:40]([P:41]([Pd:42]([P:43]([c:44]2[cH:45][cH:46][cH:47][cH:48][cH:49]2)([c:50]2[cH:51][cH:52][cH:53][cH:54][cH:55]2)[c:56]2[cH:57][cH:58][cH:59][cH:60][cH:61]2)([P:62]([c:63]2[cH:64][cH:65][cH:66][cH:67][cH:68]2)([c:69]2[cH:70][cH:71][cH:72][cH:73][cH:74]2)[c:75]2[cH:76][cH:77][cH:78][cH:79][cH:80]2)[P:81]([c:82]2[cH:83][cH:84][cH:85][cH:86][cH:87]2)([c:88]2[cH:89][cH:90][cH:91][cH:92][cH:93]2)[c:94]2[cH:95][cH:96][cH:97][cH:98][cH:99]2)([c:100]2[cH:101][cH:102][cH:103][cH:104][cH:105]2)[c:106]2[cH:107][cH:108][cH:109][cH:110][cH:111]2)[cH:112][cH:113]1>>[CH3:1][c:9]1[cH:10][c:11]([C:22](=[O:23])[O:24][CH3:25])[n:12][c:13]2[c:14]([CH:19]([CH3:20])[CH3:21])[cH:15][cH:16][cH:17][c:18]12. Reactants: [Li]C, [Cl-], [Cl-], Cl, COC(=O)c1cc(OS(=O)(=O)C(F)(F)F)c2cccc(C(C)C)c2n1, C1CCOC1, [Zn+2], c1ccc(P(c2ccccc2)(c2ccccc2)[Pd](P(c2ccccc2)(c2ccccc2)c2ccccc2)(P(c2ccccc2)(c2ccccc2)c2ccccc2)P(c2ccccc2)(c2ccccc2)c2ccccc2)cc1. Product: C(C)OC(=O)C1=C(N(C(C(=C1O)C)=O)C)C (4-hydroxy-1,2,5-trimethyl-6-oxo-1,6-dihydropyridine-3-carboxylic acid ethyl ester). The yield is 34.0%. Reactants: C(C)OC(C(C(CC(=O)OCC)=O)C)=O (2-methyl-3-oxo-pentanedioic acid diethyl ester), C(C)OC(=C)OCC (1,1-diethoxy-ethene), CN (methylamine), O (H2O). Procedure: A mixture of 2-methyl-3-oxo-pentanedioic acid diethyl ester (10.0 g, 46.3 mmol), 1,1-diethoxy-ethene (12.8 mL, 92.5 mmol) and sodium methoxide (0.026 mg, 0.481 mmol) was heated to 85° C. for nine hours. The reaction mixture was cooled to room temperature and concentrated. To the resulting residue was added methylamine (1.91 mL, 55.5 mmol), 40% H2O). After stirring at room temperature for 16 hours, the reaction mixture was diluted with diethyl ether and washed with water. The aqueous phase was ac... Reagents/catalysts: C[O-].[Na+] (sodium methoxide). RXN SMILES: C(O[C:4](=[O:15])[CH:5]([CH3:14])[C:6](=[O:13])[CH2:7][C:8]([O:10][CH2:11][CH3:12])=[O:9])C.C(OC(O[CH2:22][CH3:23])=C)C.[CH3:24][NH2:25].O>C(OCC)C.C[O-].[Na+]>[CH2:11]([O:10][C:8]([C:7]1[C:6]([OH:13])=[C:5]([CH3:14])[C:4](=[O:15])[N:25]([CH3:24])[C:22]=1[CH3:23])=[O:9])[CH3:12] |f:5.6|. Conditions: temperature 85 celsius, time 16 hour. The solvent is C(C)OCC (diethyl ether). Starting materials: c1ccc(OCC2CO2)cc1, CCOCC, CO, Cc1c(NCCN)n(C)c(=O)n(C)c1=O. Product: Cc1c(NCCNCC(O)COc2ccccc2)n(C)c(=O)n(C)c1=O. Reaction SMILES: [CH2:1]([CH:2]1[CH2:3][O:4]1)[O:5][c:6]1[cH:7][cH:8][cH:9][cH:10][cH:11]1.[CH3:27][CH2:28][O:29][CH2:30][CH3:31].[CH3:32][OH:33].[NH2:12][CH2:13][CH2:14][NH:15][c:16]1[n:17]([CH3:26])[c:18](=[O:25])[n:19]([CH3:24])[c:20](=[O:23])[c:21]1[CH3:22]>>[CH2:1]([CH:2]([CH2:3][NH:12][CH2:13][CH2:14][NH:15][c:16]1[n:17]([CH3:26])[c:18](=[O:25])[n:19]([CH3:24])[c:20](=[O:23])[c:21]1[CH3:22])[OH:4])[O:5][c:6]1[cH:7][cH:8][cH:9][cH:10][cH:11]1. Reactants: BrC1=CC=2C(=NC=C(N2)CCC2=CC(=CC(=C2)OC)OC)N1 (6-bromo-2-[2-(3,5-dimethoxyphenyl)ethyl]-5H-pyrrolo[2,3-b]pyrazine), CC1(OB(OC1(C)C)C=1C=C(C=NC1)N1CCOCC1)C (4-[5-(4,4,5,5-tetramethyl-1,3,2-dioxaborolan-2-yl)pyridin-3-yl]morpholine). Yields the product COC=1C=C(CCC=2N=C3C(=NC2)NC(=C3)C=3C=C(C=NC3)N3CCOCC3)C=C(C1)OC (4-(5-(2-(3,5-Dimethoxyphenethyl)-5H-pyrrolo[2,3-b]pyrazin-6-yl)pyridin-3-yl)morpholine). RXN SMILES: Br[C:2]1[NH:22][C:5]2=[N:6][CH:7]=[C:8]([CH2:10][CH2:11][C:12]3[CH:17]=[C:16]([O:18][CH3:19])[CH:15]=[C:14]([O:20][CH3:21])[CH:13]=3)[N:9]=[C:4]2[CH:3]=1.CC1(C)C(C)(C)OB([C:31]2[CH:32]=[C:33]([N:37]3[CH2:42][CH2:41][O:40][CH2:39][CH2:38]3)[CH:34]=[N:35][CH:36]=2)O1>>[CH3:21][O:20][C:14]1[CH:13]=[C:12]([CH:17]=[C:16]([O:18][CH3:19])[CH:15]=1)[CH2:11][CH2:10][C:8]1[N:9]=[C:4]2[CH:3]=[C:2]([C:31]3[CH:32]=[C:33]([N:37]4[CH2:38][CH2:39][O:40][CH2:41][CH2:42]4)[CH:34]=[N:35][CH:36]=3)[NH:22][C:5]2=[N:6][CH:7]=1. Reported procedure: The compound was prepared by using procedures analogous to those described for the synthesis of Example 53, Step 2 starting from 6-bromo-2-[2-(3,5-dimethoxyphenyl)ethyl]-5H-pyrrolo[2,3-b]pyrazine and 4-[5-(4,4,5,5-tetramethyl-1,3,2-dioxaborolan-2-yl)pyridin-3-yl]morpholine (from Small Molecules). LCMS calculated for C25H28N5O3 (M+H)+: m/z=446.2. Found 446.1.